From a dataset of the Open Reaction Database (ORD), a public repository of structured organic reaction records. describe an organic reaction: reactants, conditions, products, and yield Reactants: O=C([O-])[O-], CI, Oc1c(F)cccc1Cl, [K+], [K+], C1CCOC1. The product is COc1c(F)cccc1Cl. As a reaction SMILES: [C:3]([O-:4])([O-:5])=[O:6].[CH3:1][I:2].[Cl:9][c:10]1[c:11]([OH:17])[c:12]([F:16])[cH:13][cH:14][cH:15]1.[K+:7].[K+:8].[O:18]1[CH2:19][CH2:20][CH2:21][CH2:22]1>>[CH3:3][O:6][c:11]1[c:10]([Cl:9])[cH:15][cH:14][cH:13][c:12]1[F:16]. Reactants: N=1N=C(NC1)C1=C(C=CC=C1)C(=O)N1CC2C(C1)CN(C2)C(=O)OC(C)(C)C (tert-Butyl 5-{[2-(4H-1,2,4-triazol-3-yl)phenyl]carbonyl}hexahydropyrrolo[3,4-c]pyrrole-2(1H)-carboxylate), CC1=NC(=NC(=C1)C)N1CC2CNCC2C1 (2-(4,6-dimethylpyrimidin-2-yl)octahydropyrrolo[3,4-c]pyrrole), C(C)(C)(C)OC(=O)N1CC2CNCC2C1 (hexahydro-pyrrolo[3,4-c]pyrrole-2-carboxylic acid tert-butyl ester), FC1=C(C(=O)O)C(=CC=C1)C1=NC(=NO1)C (2-Fluoro-6-(3-methyl-1,2,4-oxadiazol-5-yl)benzoic acid), N=1N=C(NC1)C1=C(C(=O)O)C=CC=C1 (2-(4H-[1,2,4]triazol-3-yl)-benzoic acid). Yields the product CC1=NC(=NC(=C1)C)N1CC2CN(CC2C1)C(=O)C1=C(C=CC=C1C1=NC(=NO1)C)F (2-(4,6-Dimethylpyrimidin-2-yl)-5-{[2-fluoro-6-(3-methyl-1,2,4-oxadiazol-5-yl)phenyl]carbonyl}octahydropyrrolo[3,4-c]pyrrole). As a reaction SMILES: N1N=C(C2C=CC=CC=2C(N2CC3CN(C(OC(C)(C)C)=O)CC3C2)=O)NC=1.[CH3:29][C:30]1[CH:35]=[C:34]([CH3:36])[N:33]=[C:32]([N:37]2[CH2:44][CH:43]3[CH:39]([CH2:40][NH:41][CH2:42]3)[CH2:38]2)[N:31]=1.C(OC(N1CC2C(CNC2)C1)=O)(C)(C)C.[F:60][C:61]1[CH:69]=[CH:68][CH:67]=[C:66]([C:70]2[O:74][N:73]=[C:72]([CH3:75])[N:71]=2)[C:62]=1[C:63](O)=[O:64].N1N=C(C2C=CC=CC=2C(O)=O)NC=1>>[CH3:29][C:30]1[CH:35]=[C:34]([CH3:36])[N:33]=[C:32]([N:37]2[CH2:44][CH:43]3[CH:39]([CH2:40][N:41]([C:63]([C:62]4[C:66]([C:70]5[O:74][N:73]=[C:72]([CH3:75])[N:71]=5)=[CH:67][CH:68]=[CH:69][C:61]=4[F:60])=[O:64])[CH2:42]3)[CH2:38]2)[N:31]=1. Procedure details: The title compound was prepared in a manner analogous to Intermediate 59 substituting Intermediate 23 for Intermediate 15 and Intermediate 64 for 2-(4H-[1,2,4]triazol-3-yl)-benzoic acid. MS (ESI) mass calculated for C22H23FN6O2, 422.19; m/z found, 423.2. 1H NMR (500 MHz, CDCl3): 7.96-7.86 (m, 1H), 7.55-7.47 (m, 1H), 7.38-7.29 (m, 1H), 6.32-6.23 (m, 1H), 3.99-3.46 (m, 7H), 3.27-2.95 (m, 3H), 2.49-2.37 (m, 3H), 2.36-2.21 (m, 6H).